From a dataset of the Open Reaction Database (ORD), a public repository of structured organic reaction records. describe an organic reaction: reactants, conditions, products, and yield The reactants are CC=1C=C2C=C(NC2=CC1)C(=O)N (5-methylindole-2-carboxamide), P(=O)(Cl)(Cl)Cl (phosphorus oxychloride), C(Cl)(Cl)Cl (chloroform). Run in O (water). Run at time 1 hour. Yields the product CC=1C=C2C=C(NC2=CC1)C#N (5-methyl-1H-indole-2-carbonitrile). Yield: 80.4%. Reaction SMILES: [CH3:1][C:2]1[CH:3]=[C:4]2[C:8](=[CH:9][CH:10]=1)[NH:7][C:6]([C:11]([NH2:13])=O)=[CH:5]2.P(Cl)(Cl)(Cl)=O.C(Cl)(Cl)Cl>O>[CH3:1][C:2]1[CH:3]=[C:4]2[C:8](=[CH:9][CH:10]=1)[NH:7][C:6]([C:11]#[N:13])=[CH:5]2. Procedure: A mixture of 340 mg of 5-methylindole-2-carboxamide (1.95 mmol), 1.5 g of phosphorus oxychloride (9.75) and 8 mL of chloroform was refluxed for 2 hs. Then cooled solution was poured into 20 mL of water and stirred for 1 hr. After separation the organic layer was dried over sodium sulfate and concentrated. The residue was purified on silica gel column using hexane-ethyl acetate 5:1 to afford 245 mg of 5-methyl-1H-indole-2-carbonitrile. 1H NMR (600 MHz, CDCl3): δ 8.61 (br, 1H), 7.44 (s, 1H), 7.30 ... Solvent: CN(C=O)C (N,N-dimethylformamide), C(C)(=O)OCC (ethyl acetate). Procedure details: A mixture of 3-(5-fluoropyrid-2-yl)-5-(3-cyano-5-nitrophenyl) -1,2,4-oxadiazole (30 mg, 0.11 mmol), potassium carbonate (29 mg, 0.21 mmol) and ethyl iodide (98 μL, 1.2 mmol) in N,N-dimethylformamide (1 mL) was heated in a sealed vial at 140° C. for 2 hours. The reaction was cooled, diluted with ethyl acetate, washed with water (3×) and saturated brine, filtered and concentrated. Silica gel chromatography using hexanes:ethyl acetate:dichloromethane 3:1:4 afforded 6 mg (38%) of 3-(5-fluoropyrid-2-... Starting materials: FC=1C=CC(=NC1)C1=NOC(=N1)C1=CC(=CC(=C1)[N+](=O)[O-])C#N (3-(5-fluoropyrid-2-yl)-5-(3-cyano-5-nitrophenyl) -1,2,4-oxadiazole), C([O-])([O-])=O.[K+].[K+] (potassium carbonate), C(C)I (ethyl iodide). Isolated yield 17.6%. Yields the product FC=1C=CC(=NC1)C1=NOC(=N1)C1=CC(=CC(=C1)NCC)C#N (3-(5-fluoropyrid-2-yl)-5-(3-cyano-5-ethylaminophenyl)-1,2,4-oxadiazole). Reaction conditions: temperature 140 celsius. Reaction SMILES: [F:1][C:2]1[CH:3]=[CH:4][C:5]([C:8]2[N:12]=[C:11]([C:13]3[CH:18]=[C:17]([N+:19]([O-])=O)[CH:16]=[C:15]([C:22]#[N:23])[CH:14]=3)[O:10][N:9]=2)=[N:6][CH:7]=1.C(=O)([O-])[O-].[K+].[K+].[CH2:30](I)[CH3:31]>CN(C)C=O.C(OCC)(=O)C>[F:1][C:2]1[CH:3]=[CH:4][C:5]([C:8]2[N:12]=[C:11]([C:13]3[CH:18]=[C:17]([NH:19][CH2:30][CH3:31])[CH:16]=[C:15]([C:22]#[N:23])[CH:14]=3)[O:10][N:9]=2)=[N:6][CH:7]=1 |f:1.2.3|. Reactants: C(C)S[C@@H]1[C@H](C(N1C(C(=S)OCC1=CC=C(C=C1)[N+](=O)[O-])=C(C(C(C)(C)C)=O)OC1=CC=C(C=C1)C(=O)SC1=C(C=C(C(=C1)Cl)Cl)Cl)=O)[C@@H](C)O (4-nitrobenzyl 2-[4(R)-ethylthio-3(S)-(1(R)-hydroxyethyl)-azetidin-2-on-1-yl]-3-[4-(2,4,5-trichlorophenylthio-(carbonyl))-phenoxy]-3-trimethylacetylthiopropenoate), ClCl (chlorine). Run in C(Cl)(Cl)Cl (chloroform), C(Cl)(Cl)(Cl)Cl (carbon tetrachloride). Run at time 30 minute. Product: Cl[C@H]1[C@H](C(N1C(C(=S)OCC1=CC=C(C=C1)[N+](=O)[O-])=C(C(C(C)(C)C)=O)OC1=CC=C(C=C1)C(=O)SC1=C(C=C(C(=C1)Cl)Cl)Cl)=O)[C@@H](C)O (4-Nitrobenzyl 2-[4(S)-chloro-3(S)-(1(R)-hydroxyethyl)azetidin-2-on-1-yl]-3-[4-(2,4,5-trichlorophenylthio(carbonyl))-phenoxy]-3-trimethylacetylthiopropenoate). The yield is 57.9%. Reaction SMILES: C(S[C@H:4]1[N:7]([C:8](=[C:22]([O:29][C:30]2[CH:35]=[CH:34][C:33]([C:36]([S:38][C:39]3[CH:44]=[C:43]([Cl:45])[C:42]([Cl:46])=[CH:41][C:40]=3[Cl:47])=[O:37])=[CH:32][CH:31]=2)[C:23](=[O:28])[C:24]([CH3:27])([CH3:26])[CH3:25])[C:9]([O:11][CH2:12][C:13]2[CH:18]=[CH:17][C:16]([N+:19]([O-:21])=[O:20])=[CH:15][CH:14]=2)=[S:10])[C:6](=[O:48])[C@@H:5]1[C@H:49]([OH:51])[CH3:50])C.[Cl:52]Cl>C(Cl)(Cl)Cl.C(Cl)(Cl)(Cl)Cl>[Cl:52][C@@H:4]1[N:7]([C:8](=[C:22]([O:29][C:30]2[CH:35]=[CH:34][C:33]([C:36]([S:38][C:39]3[CH:44]=[C:43]([Cl:45])[C:42]([Cl:46])=[CH:41][C:40]=3[Cl:47])=[O:37])=[CH:32][CH:31]=2)[C:23](=[O:28])[C:24]([CH3:25])([CH3:27])[CH3:26])[C:9]([O:11][CH2:12][C:13]2[CH:14]=[CH:15][C:16]([N+:19]([O-:21])=[O:20])=[CH:17][CH:18]=2)=[S:10])[C:6](=[O:48])[C@@H:5]1[C@H:49]([OH:51])[CH3:50]. Procedure: To a stirred solution of 1.26 g of 4-nitrobenzyl 2-[4(R)-ethylthio-3(S)-(1(R)-hydroxyethyl)-azetidin-2-on-1-yl]-3-[4-(2,4,5-trichlorophenylthio-(carbonyl))-phenoxy]-3-trimethylacetylthiopropenoate in 30 ml of dry chloroform at -40° C. was added a solution of 1.83 mmol chlorine in 4 ml of carbon tetrachloride, and the solution was stirred for 30 minutes. The reaction mixture was allowed to reach room temperature and evaporated to dryness. Chromatography of the residue (silica gel, hexane/ethyl ac...